This data is from the Open Reaction Database (ORD), a public repository of structured organic reaction records. The task is: describe an organic reaction: reactants, conditions, products, and yield The reactants are C1(CCCCC1)NC1=C(C=C2C(C(=CN(C2=C1)C1CCCC1)CO)=O)F (7-(cyclohexylamino)-1-cyclopentyl-6-fluoro-3-(hydroxymethyl)quinolin-4(1H)-one). The reagents and catalysts are [O-2].[O-2].[Mn+4] (manganese dioxide). Run in ClCCl (dichloromethane). Run at time 8 hour. Yields the product C1(CCCCC1)NC1=C(C=C2C(C(=CN(C2=C1)C1CCCC1)C=O)=O)F (7-(cyclohexylamino)-1-cyclopentyl-6-fluoro-4-oxo-1,4-dihydroquinoline-3-carbaldehyde). Isolated yield 94.7%. As a reaction SMILES: [CH:1]1([NH:7][C:8]2[CH:17]=[C:16]3[C:11]([C:12](=[O:25])[C:13]([CH2:23][OH:24])=[CH:14][N:15]3[CH:18]3[CH2:22][CH2:21][CH2:20][CH2:19]3)=[CH:10][C:9]=2[F:26])[CH2:6][CH2:5][CH2:4][CH2:3][CH2:2]1>[O-2].[O-2].[Mn+4].ClCCl>[CH:1]1([NH:7][C:8]2[CH:17]=[C:16]3[C:11]([C:12](=[O:25])[C:13]([CH:23]=[O:24])=[CH:14][N:15]3[CH:18]3[CH2:22][CH2:21][CH2:20][CH2:19]3)=[CH:10][C:9]=2[F:26])[CH2:2][CH2:3][CH2:4][CH2:5][CH2:6]1 |f:1.2.3|. Procedure: To a 100 ml dichloromethane solution of 13.8 g of 7-(cyclohexylamino)-1-cyclopentyl-6-fluoro-3-(hydroxymethyl)quinolin-4(1H)-one was added 67.0 g of manganese dioxide at room temperature, followed by overnight stirring. After completion of the reaction and subsequent filtration using celite, the filtrate was evaporated under a reduced pressure. By crystallizing the resulting solid from ethyl acetate, 13.0 g of 7-(cyclohexylamino)-1-cyclopentyl-6-fluoro-4-oxo-1,4-dihydroquinoline-3-carbaldehyde w... Starting materials: FC1=CC=C(C=C1)C(C(Br)C1=CC=C(C=C1)SC)=O (1-(4-fluorophenyl)-2-(4-methylthiophenyl)-2-bromoethanone), BrC1=CC=C(C=C1)CCCC(=S)N (4-(4-bromophenyl) thiobutyramide). Solvent: C(C)#N (acetonitrile), C(C)O (ethanol). Conditions: time 8 hour. Product: CSC1=CC=C(C=C1)C1=CN=CS1 (5-(4-methylthiophenyl)thiazole). Yield: 85.5%. Reaction SMILES: FC1C=CC([C:8](=O)[CH:9]([C:11]2[CH:16]=[CH:15][C:14]([S:17][CH3:18])=[CH:13][CH:12]=2)Br)=CC=1.BrC1C=CC(CCC[C:30]([NH2:32])=[S:31])=CC=1>C(#N)C.C(O)C>[CH3:18][S:17][C:14]1[CH:15]=[CH:16][C:11]([C:9]2[S:31][CH:30]=[N:32][CH:8]=2)=[CH:12][CH:13]=1. Procedure details: To a solution of 2-bromo-2-(4-fluorophenyl)-1-(4-methylthiophenyl) ethanone (Example 1, Step 3 ) (2.70 g, 7.90 mmol) in acetonitrile (90 mL) and ethanol (10 mL) in a 125 mL round bottom flask was added 4-(4-bromophenyl) thiobutyramide from Step 1, (1.4 g, 7.90 mmol) and the mixture was heated to reflux for 7 hours. The reaction was cooled to room temperature and let stand overnight. The crude product was concentrated in vacuo yielding an oil which was purified by flash chromatography (1: 1 hexan... The reactants are C1N(CCC2=C1NC1=CC=CC=C21)C(=O)C2CCN(CC2)C(=O)OCC2=CC=CC=C2 (benzyl 4-[(1,2,3,4-tetrahydro-9H-pyrido[3,4-b]indol-2-yl)carbonyl]-1-piperidinecarboxylate), CO (methanol), C (charcoal). Product: N1CCC(CC1)C(=O)N1CC=2NC3=CC=CC=C3C2CC1 (2-[(4-Piperidyl)carbonyl]-1,2,3,4-tetrahydro-9H-pyrido[3,4-b]indole). Procedure: 32 g (76.65 mmol) of benzyl 4-[(1,2,3,4-tetrahydro-9H-pyrido[3,4-b]indol-2-yl)carbonyl]-1-piperidinecarboxylate, 300 ml of methanol, 300 ml of dichloromethane and 9 g of palladinized charcoal (10% palladium) are introduced into a Parr apparatus, and a hydrogenolysis is performed under approximately 0.41 MPa for 18 h. Solvent: ClCCl (dichloromethane). RXN SMILES: [CH2:1]1[C:6]2[NH:7][C:8]3[C:13]([C:5]=2[CH2:4][CH2:3][N:2]1[C:14]([CH:16]1[CH2:21][CH2:20][N:19](C(OCC2C=CC=CC=2)=O)[CH2:18][CH2:17]1)=[O:15])=[CH:12][CH:11]=[CH:10][CH:9]=3.CO.C>ClCCl>[NH:19]1[CH2:20][CH2:21][CH:16]([C:14]([N:2]2[CH2:3][CH2:4][C:5]3[C:13]4[C:8](=[CH:9][CH:10]=[CH:11][CH:12]=4)[NH:7][C:6]=3[CH2:1]2)=[O:15])[CH2:17][CH2:18]1. Run at time 18 hour. Reactants: C(CCC)C=1C(N(C2=NC=CC=C2C1O)C1=CC=CC=C1)=O (3-(n-butyl)-4-hydroxy-1-phenyl-1,8-naphthyridin-2(1H)one), CSC=1C=C(C=CC1)NC1=NC=CC=C1C(=O)OC (methyl 2-(3-methylthiophenylamino)-3-pyridine carboxylate), C1(=CC=CC=C1)NC1=NC=CC=C1C(=O)OC (methyl 2-phenylamino-3-pyridine carboxylate). Product: C(CCC)C=1C(N(C2=NC=CC=C2C1O)C1=CC(=CC=C1)SC)=O (3-(n-Butyl)-4-hydroxy-1-(3-methylthiophenyl)-1,8-naphthyridin-2(1H)one). RXN SMILES: [CH2:1]([C:5]1[C:6](=[O:22])[N:7]([C:16]2[CH:21]=[CH:20][CH:19]=[CH:18][CH:17]=2)[C:8]2[C:13]([C:14]=1[OH:15])=[CH:12][CH:11]=[CH:10][N:9]=2)[CH2:2][CH2:3][CH3:4].[CH3:23][S:24]C1C=C(NC2C(C(OC)=O)=CC=CN=2)C=CC=1.C1(NC2C(C(OC)=O)=CC=CN=2)C=CC=CC=1>>[CH2:1]([C:5]1[C:6](=[O:22])[N:7]([C:16]2[CH:17]=[CH:18][CH:19]=[C:20]([S:24][CH3:23])[CH:21]=2)[C:8]2[C:13]([C:14]=1[OH:15])=[CH:12][CH:11]=[CH:10][N:9]=2)[CH2:2][CH2:3][CH3:4]. Procedure: Prepare the 3-(n-butyl)-4-hydroxy-1-phenyl-1,8-naphthyridin-2(1H)one by the process of Example 1 by replacing the methyl 2-(3-methylthiophenylamino)-3-pyridine carboxylate with an equivalent amount of methyl 2-phenylamino-3-pyridine carboxylate. Reactants: ferric chloride hexahydrate, Cl (hydrochloric acid), C(C)(C)(C)O (tert-butyl alcohol), OC1CC(N(C(C1)(C)C)O)(C)C (4-hydroxy-1-oxyl-2,2,6,6-tetramethylpiperidine). Solvent: O (water), O (water). Run at temperature 45 celsius, time 3 day. Product: OC1CC(N(C(C1)(C)C)OCC(C)(C)O)(C)C (4-Hydroxy-1-(2-hydroxy-2-methylpropoxy)-2,2,6,6-tetramethylpiperidine). Isolated yield 3.0%. As a reaction SMILES: [OH:1][CH:2]1[CH2:7][C:6]([CH3:9])([CH3:8])[N:5]([OH:10])[C:4]([CH3:12])([CH3:11])[CH2:3]1.Cl.[C:14]([OH:18])([CH3:17])([CH3:16])[CH3:15]>O>[OH:1][CH:2]1[CH2:7][C:6]([CH3:8])([CH3:9])[N:5]([O:10][CH2:15][C:14]([OH:18])([CH3:17])[CH3:16])[C:4]([CH3:12])([CH3:11])[CH2:3]1. Reported procedure: A solution of 5.2 g (30 mmol) of 4-hydroxy-1-oxyl-2,2,6,6-tetramethylpiperidine dissolved in 20 mL of water and a solution of 7.8 g (61 mmol) of 70% aqueous tert-butyl hydroxperoxide are added simultaneously over one hour at 35-50° C. to a mixture of 0.33 g (1.2 mmol) of ferric chloride hexahydrate, 8 mL of water, 0.2 mL of 37% hydrochloric acid, and 60 mL of tert-butyl alcohol. The reaction mixture is maintained at 45° C. for one hour after the addition and is then stirred at room temperature f...